From a dataset of the Open Reaction Database (ORD), a public repository of structured organic reaction records. describe an organic reaction: reactants, conditions, products, and yield Reactants: N1C=CC2=C1N=CC=C2C(=O)OC (1H-pyrrolo[2,3-b]pyridine-4 carboxylic acid, methyl ester), [OH-].[Na+] (sodium hydroxide). Solvent: CO (methanol). Reaction conditions: time 2 hour. Product: N1C=CC2=C1N=CC=C2C(=O)O (1H-pyrrolo[2,3-b]pyridine-4 carboxylic Acid). Yield: 66.4%. RXN SMILES: [NH:1]1[C:5]2[N:6]=[CH:7][CH:8]=[C:9]([C:10]([O:12]C)=[O:11])[C:4]=2[CH:3]=[CH:2]1.[OH-].[Na+]>CO>[NH:1]1[C:5]2[N:6]=[CH:7][CH:8]=[C:9]([C:10]([OH:12])=[O:11])[C:4]=2[CH:3]=[CH:2]1 |f:1.2|. Procedure: A solution of 1H-pyrrolo[2,3-b]pyridine-4 carboxylic acid, methyl ester [1.8 g, Reference Example 19(c)] in methanol (60 mL) was treated with sodium hydroxide solution (25 mL, 2N) and the mixture was stirred at room temperature for 2 hours then evaporated. The residue was treated with water (50 mL) and the pH of the mixture was adjusted to 34 by addition of hydrochloric acid. The resulting yellow solid was filtered, then washed well with water and then dried to give the title compound (1.1 g) as... Starting materials: [BH4-], CCO, [Na+], O, O=Cc1ccc(OCCOc2cnc(-c3ccccc3)c(-c3ccccc3)n2)cc1. Product: OCc1ccc(OCCOc2cnc(-c3ccccc3)c(-c3ccccc3)n2)cc1. Reaction SMILES: [BH4-:31].[CH3:34][CH2:35][OH:36].[Na+:32].[OH2:33].[c:1]1(-[c:7]2[n:8][cH:9][c:10]([O:19][CH2:20][CH2:21][O:22][c:23]3[cH:24][cH:25][c:26]([CH:27]=[O:28])[cH:29][cH:30]3)[n:11][c:12]2-[c:13]2[cH:14][cH:15][cH:16][cH:17][cH:18]2)[cH:2][cH:3][cH:4][cH:5][cH:6]1>>[c:1]1(-[c:7]2[n:8][cH:9][c:10]([O:19][CH2:20][CH2:21][O:22][c:23]3[cH:24][cH:25][c:26]([CH2:27][OH:28])[cH:29][cH:30]3)[n:11][c:12]2-[c:13]2[cH:14][cH:15][cH:16][cH:17][cH:18]2)[cH:2][cH:3][cH:4][cH:5][cH:6]1. Reactants: CI (Methyl iodide), BrC1=C(N)C=CC(=C1)SC#N (2-bromo-4-thiocyanoaniline), [C-]#N.[Na+] (sodium cyanide), [C-]#N.[Na+] (Sodium cyanide). The solvent is CO (methanol). Yields the product BrC1=C(N)C=CC(=C1)SC (2-Bromo-4-methylthioaniline). RXN SMILES: [Br:1][C:2]1[CH:8]=[C:7]([S:9][C:10]#N)[CH:6]=[CH:5][C:3]=1[NH2:4].[C-]#N.[Na+].CI>CO>[Br:1][C:2]1[CH:8]=[C:7]([S:9][CH3:10])[CH:6]=[CH:5][C:3]=1[NH2:4] |f:1.2|. Reported procedure: A solution of 2-bromo-4-thiocyanoaniline (11.5 g., 0.05 mole) and sodium cyanide (1.23 g., 0.025 mole) in methanol (100 ml.) is stirred at room temperature overnight. Sodium cyanide (0.025 mole) is then added and the reaction heated at reflux 2 hours and then cooled (0°-5° C.). Methyl iodide is added and stirring continued. Thin layer chromatography shows one product spot. Product is recovered by extraction with methylene chloride, 8.4 g.